Dataset: the Open Reaction Database (ORD), a public repository of structured organic reaction records. Task: describe an organic reaction: reactants, conditions, products, and yield Reactants: C1(=CC=C(C=C1)C=O)C (p-Tolualdehyde), N1=CC(=CC=C1)C (3-picoline), C(C)(=O)OC(C)=O (acetic anhydride). The solvent is [OH-].[Na+] (NaOH). Product: CC1=CC=C(C=CC=2C=NC=CC2)C=C1 (3(4-METHYL STYRYL) PYRIDINE). RXN SMILES: [C:1]1([CH3:9])[CH:6]=[CH:5][C:4]([CH:7]=O)=[CH:3][CH:2]=1.[N:10]1[CH:15]=[CH:14][CH:13]=[C:12]([CH3:16])[CH:11]=1.C(OC(=O)C)(=O)C>[OH-].[Na+]>[CH3:9][C:1]1[CH:6]=[CH:5][C:4]([CH:7]=[CH:16][C:12]2[CH:11]=[N:10][CH:15]=[CH:14][CH:13]=2)=[CH:3][CH:2]=1 |f:3.4|. Procedure details: p-Tolualdehyde (12.0 g), 3-picoline (8.6 g) and acetic anhydride (10.2 g) were heated at 160°C for 16 hrs. The reaction mixture was then poured hot into 10% NaOH (60 ml). The solid which crystallised was filtered off and subjected to column chromatography with neutral alumina using chloroform as solvent. Mpt. 166°C. Yields the product FC=1C=CC(=C2C[C@H](COC12)N(CCC)C(CC)CC)O ((R)-8 -fluoro-5-hydroxy-3-(N-3-pentyl-N-n-propylamino)chroman). Procedure: Demethylation was done by addition of BBr3 (2.6 ml, 27.5 mmol) in 10 ml dry CH2Cl2 during 20 min., to a stirred, cooled solution (-70° C.) of (R)-8-fluoro-5-methoxy-3-(N-3-pentyl-N-n-propylamino)chroman hydrochloride (4.44 g, 12.8 mmol) in 100 ml dry CH2Cl2 under N2 atmosphere and dry conditions. The solution was stirred for 1 hour at -70° C., 1 hour at 0° C. and 1 hour at room temp. and was thereafter poured into 80 ml saturated NaHCO3 aq. under vigirous stirring. After 0.5 hour the layers wher... Yield: 98.4%. The solvent is C(Cl)Cl (CH2Cl2), C(Cl)Cl (CH2Cl2). Conditions: temperature 0 celsius, time 1 hour. The reactants are B(Br)(Br)Br (BBr3), Cl.FC=1C=CC(=C2C[C@H](COC12)N(CCC)C(CC)CC)OC ((R)-8-fluoro-5-methoxy-3-(N-3-pentyl-N-n-propylamino)chroman hydrochloride). RXN SMILES: B(Br)(Br)Br.Cl.[F:6][C:7]1[CH:8]=[CH:9][C:10]([O:26]C)=[C:11]2[C:16]=1[O:15][CH2:14][C@H:13]([N:17]([CH:21]([CH2:24][CH3:25])[CH2:22][CH3:23])[CH2:18][CH2:19][CH3:20])[CH2:12]2>C(Cl)Cl>[F:6][C:7]1[CH:8]=[CH:9][C:10]([OH:26])=[C:11]2[C:16]=1[O:15][CH2:14][C@H:13]([N:17]([CH:21]([CH2:22][CH3:23])[CH2:24][CH3:25])[CH2:18][CH2:19][CH3:20])[CH2:12]2 |f:1.2|. The reactants are ClC=1C=C(C(=C(C(=O)NCC=2C(NC(=CC2C)C)=O)C1)C)N(C1CCC(CC1)=O)CC (5-chloro-N-((4,6-dimethyl-2-oxo-1,2-dihydropyridin-3-yl)methyl)-3-(ethyl(4-oxocyclohexyl)amino)-2-methylbenzamide), [BH4-].[Na+] (NaBH4). Run in CO (MeOH). Reaction conditions: temperature 0 celsius, time 2 hour. Product: ClC=1C=C(C(=C(C(=O)NCC=2C(NC(=CC2C)C)=O)C1)C)N(C1CCC(CC1)O)CC (5-chloro-N-((4,6-dimethyl-2-oxo-1,2-dihydropyridin-3-yl)methyl)-3-(ethyl(4-hydroxycyclohexyl)-amino)-2-methylbenzamide). As a reaction SMILES: [Cl:1][C:2]1[CH:3]=[C:4]([N:22]([CH2:30][CH3:31])[CH:23]2[CH2:28][CH2:27][C:26](=[O:29])[CH2:25][CH2:24]2)[C:5]([CH3:21])=[C:6]([CH:20]=1)[C:7]([NH:9][CH2:10][C:11]1[C:12](=[O:19])[NH:13][C:14]([CH3:18])=[CH:15][C:16]=1[CH3:17])=[O:8].[BH4-].[Na+]>CO>[Cl:1][C:2]1[CH:3]=[C:4]([N:22]([CH2:30][CH3:31])[CH:23]2[CH2:24][CH2:25][CH:26]([OH:29])[CH2:27][CH2:28]2)[C:5]([CH3:21])=[C:6]([CH:20]=1)[C:7]([NH:9][CH2:10][C:11]1[C:12](=[O:19])[NH:13][C:14]([CH3:18])=[CH:15][C:16]=1[CH3:17])=[O:8] |f:1.2|. Procedure details: To a stirred solution of 5-chloro-N-((4,6-dimethyl-2-oxo-1,2-dihydropyridin-3-yl)methyl)-3-(ethyl(4-oxocyclohexyl)amino)-2-methylbenzamide (0.30 g, 0.68 mmol) in MeOH was added NaBH4 (0.038 g, 1.01 mmol) slowly at 0° C. The resulting reaction mixture was stirred at 0° C. for 2 h. On completion, the reaction was quenched with water and extracted with ethyl acetate. The combined organic layers were washed with water, dried, concentrated under reduced pressure and the crude material obtained was pu... Reactants: ClCCl, FC(F)(F)c1cnc(NCC2(c3ccccc3)CCCCC2)c(Cl)c1, O=S(=O)(O)Cl, O. The product is O=S(=O)(Cl)c1ccc(C2(CNc3ncc(C(F)(F)F)cc3Cl)CCCCC2)cc1. RXN SMILES: [CH2:32]([Cl:33])[Cl:34].[Cl:1][c:2]1[c:3]([NH:12][CH2:13][C:14]2([c:20]3[cH:21][cH:22][cH:23][cH:24][cH:25]3)[CH2:15][CH2:16][CH2:17][CH2:18][CH2:19]2)[n:4][cH:5][c:6]([C:8]([F:9])([F:10])[F:11])[cH:7]1.[Cl:26][S:27](=[O:28])(=[O:29])[OH:30].[OH2:31]>>[Cl:1][c:2]1[c:3]([NH:12][CH2:13][C:14]2([c:20]3[cH:21][cH:22][c:23]([S:27]([Cl:26])(=[O:28])=[O:29])[cH:24][cH:25]3)[CH2:15][CH2:16][CH2:17][CH2:18][CH2:19]2)[n:4][cH:5][c:6]([C:8]([F:9])([F:10])[F:11])[cH:7]1.